From a dataset of the Open Reaction Database (ORD), a public repository of structured organic reaction records. describe an organic reaction: reactants, conditions, products, and yield The reactants are CC=1C=C(C=C(C1O)C(C)(C)C)CC(=O)[O-] ((3-methyl-5-t-butyl-4-hydroxyphenyl)acetate), C(C)(C)(C)C=1C=C(C=C(C1O)C(C)(C)C)CCC(=O)OC (methyl 3-(3',5'-di-t-butyl-4'-hydroxyphenyl)propionate), C(COCCOCCOCCOCCOCCOCCOCCO)O (octaethyleneglycol), CC=1C=C(C=C(C1O)C(C)(C)C)CC(=O)OC (methyl (3-methyl-5-t-butyl-4-hydroxyphenyl)acetate). Product: C(COCCOCCOCCOCCOCCOCCOCCO)O.C(C)(C)(C)C=1C=C(C=C(C1O)C(C)(C)C)CCC(=O)[O-] (octaethyleneglycol 3-(3',5'-di-t-butyl-4'-hydroxyphenyl)propionate). Reaction SMILES: CC1C=C(CC([O-])=O)C=C(C(C)(C)C)C=1O.[CH2:17]([OH:41])[CH2:18][O:19][CH2:20][CH2:21][O:22][CH2:23][CH2:24][O:25][CH2:26][CH2:27][O:28][CH2:29][CH2:30][O:31][CH2:32][CH2:33][O:34][CH2:35][CH2:36][O:37][CH2:38][CH2:39][OH:40].CC1C=C(CC(OC)=O)C=C(C(C)(C)C)C=1O.[C:59]([C:63]1[CH:64]=[C:65]([CH2:74][CH2:75][C:76]([O:78]C)=[O:77])[CH:66]=[C:67]([C:70]([CH3:73])([CH3:72])[CH3:71])[C:68]=1[OH:69])([CH3:62])([CH3:61])[CH3:60]>>[CH2:39]([OH:40])[CH2:38][O:37][CH2:36][CH2:35][O:34][CH2:33][CH2:32][O:31][CH2:30][CH2:29][O:28][CH2:27][CH2:26][O:25][CH2:24][CH2:23][O:22][CH2:21][CH2:20][O:19][CH2:18][CH2:17][OH:41].[C:59]([C:63]1[CH:64]=[C:65]([CH2:74][CH2:75][C:76]([O-:78])=[O:77])[CH:66]=[C:67]([C:70]([CH3:71])([CH3:72])[CH3:73])[C:68]=1[OH:69])([CH3:62])([CH3:60])[CH3:61] |f:4.5|. Procedure: In a similar fashion, nonobutyleneglycol (3-methyl-5-t-butyl-4-hydroxyphenyl)acetate can be prepared by substituting an equivalent amount of nonobutyleneglycol for octaethyleneglycol and substituting an equivalent amount of methyl (3-methyl-5-t-butyl-4-hydroxyphenyl)acetate for methyl 3-(3',5'-di-t-butyl-4'-hydroxyphenyl)propionate in the above procedure. Starting materials: BrC=1C=CC2=C(C=C(CCS2(=O)=O)C(=O)OC)C1 (methyl 7-bromo-1,1-dioxo-2,3-dihydro-1-benzothiepine-4-carboxylate), B(OC1=CC=C(C=C1)OCCCC)([O-])[O-] (4-butoxyphenyl borate), C([O-])([O-])=O.[K+].[K+] (potassium carbonate). Reagents/catalysts: C=1C=CC(=CC1)[P](C=2C=CC=CC2)(C=3C=CC=CC3)[Pd]([P](C=4C=CC=CC4)(C=5C=CC=CC5)C=6C=CC=CC6)([P](C=7C=CC=CC7)(C=8C=CC=CC8)C=9C=CC=CC9)[P](C=1C=CC=CC1)(C=1C=CC=CC1)C=1C=CC=CC1 (tetrakistriphenylphosphinepalladium). The solvent is C1(=CC=CC=C1)C.C(C)O.O (toluene ethanol water). Run at time 1 hour. The product is C(CCC)OC1=CC=C(C=C1)C=1C=CC2=C(C=C(CCS2(=O)=O)C(=O)OC)C1 (methyl 7-(4-butoxyphenyl)-1,1-dioxo-2,3-dihydro-1-benzothiepine-4-carboxylate). The yield is 79.5%. As a reaction SMILES: Br[C:2]1[CH:3]=[CH:4][C:5]2[S:11](=[O:13])(=[O:12])[CH2:10][CH2:9][C:8]([C:14]([O:16][CH3:17])=[O:15])=[CH:7][C:6]=2[CH:18]=1.B([O-])([O-])O[C:21]1[CH:26]=[CH:25][C:24]([O:27][CH2:28][CH2:29][CH2:30][CH3:31])=[CH:23][CH:22]=1.C(=O)([O-])[O-].[K+].[K+]>C1(C)C=CC=CC=1.C(O)C.O.C1C=CC([P]([Pd]([P](C2C=CC=CC=2)(C2C=CC=CC=2)C2C=CC=CC=2)([P](C2C=CC=CC=2)(C2C=CC=CC=2)C2C=CC=CC=2)[P](C2C=CC=CC=2)(C2C=CC=CC=2)C2C=CC=CC=2)(C2C=CC=CC=2)C2C=CC=CC=2)=CC=1>[CH2:28]([O:27][C:24]1[CH:25]=[CH:26][C:21]([C:2]2[CH:3]=[CH:4][C:5]3[S:11](=[O:13])(=[O:12])[CH2:10][CH2:9][C:8]([C:14]([O:16][CH3:17])=[O:15])=[CH:7][C:6]=3[CH:18]=2)=[CH:22][CH:23]=1)[CH2:29][CH2:30][CH3:31] |f:2.3.4,5.6.7,^1:54,56,75,94|. Reported procedure: Under argon atmosphere, a mixture of methyl 7-bromo-1,1-dioxo-2,3-dihydro-1-benzothiepine-4-carboxylate (0.70 g), 4-butoxyphenyl borate (0.45 g) and potassium carbonate (0.58 g) in toluene/ethanol/water (20/2/2 ml) was stirred at room temperature for 1 hour. To the mixture was added tetrakistriphenylphosphinepalladium (0.12 g), and the mixture was refluxed for 20 hours, cooled, extracted with ethyl acetate, washed with saturated brine, dried with magnesium sulfate and concentrated under reduced ... The product is Nc1c(Br)cc(F)c(Cl)c1F. Starting materials: O=C1CCC(=O)N1Br, CCCCCC, CN(C)C=O, Nc1ccc(F)c(Cl)c1F, O. Reaction SMILES: [Br:1][N:2]1[C:3](=[O:4])[CH2:5][CH2:6][C:7]1=[O:8].[CH3:19][CH2:20][CH2:21][CH2:22][CH2:23][CH3:24].[CH3:26][N:27]([CH3:28])[CH:29]=[O:30].[Cl:9][c:10]1[c:11]([F:18])[c:12]([NH2:13])[cH:14][cH:15][c:16]1[F:17].[OH2:25]>>[Br:1][c:14]1[c:12]([NH2:13])[c:11]([F:18])[c:10]([Cl:9])[c:16]([F:17])[cH:15]1. The reactants are BrC1=CSC2=NC=CC=C21 (3-bromothieno[2,3-b]pyridine), C(#N)[Cu] (CuCN). The reagents and catalysts are C=1C=CC(=CC1)[P](C=2C=CC=CC2)(C=3C=CC=CC3)[Pd]([P](C=4C=CC=CC4)(C=5C=CC=CC5)C=6C=CC=CC6)([P](C=7C=CC=CC7)(C=8C=CC=CC8)C=9C=CC=CC9)[P](C=1C=CC=CC1)(C=1C=CC=CC1)C=1C=CC=CC1 (Pd(PPh3)4). Solvent: CN(C)C=O (DMF). Reaction conditions: temperature 120 celsius, time 5 hour. The product is S1C=C(C=2C1=NC=CC2)C#N (Thieno[2,3-b]pyridine-3-carbonitrile). Reaction SMILES: Br[C:2]1[C:10]2[C:5](=[N:6][CH:7]=[CH:8][CH:9]=2)[S:4][CH:3]=1.[C:11]([Cu])#[N:12]>CN(C=O)C.C1C=CC([P]([Pd]([P](C2C=CC=CC=2)(C2C=CC=CC=2)C2C=CC=CC=2)([P](C2C=CC=CC=2)(C2C=CC=CC=2)C2C=CC=CC=2)[P](C2C=CC=CC=2)(C2C=CC=CC=2)C2C=CC=CC=2)(C2C=CC=CC=2)C2C=CC=CC=2)=CC=1>[S:4]1[C:5]2=[N:6][CH:7]=[CH:8][CH:9]=[C:10]2[C:2]([C:11]#[N:12])=[CH:3]1 |^1:22,24,43,62|. Procedure details: To a stirred solution of 3-bromothieno[2,3-b]pyridine (J-3) (107 mg, 0.5 mmol) and CuCN (60 mg, 0.67 mmol) in anhydrous DMF (4 mL) was added Pd(PPh3)4 (57 mg, 0.05 mmol). The reaction was degassed with nitrogen and stirred at 120° C. for 5 h. Then the cooled mixture was concentrated and purified by chromatography to afford the title compound. MS (m/z): 161 (M+1)+. Starting materials: CC1CO1, C1CCOC1, [Cl-], [H-], [NH4+], [Na+], c1cnc2ccc3cc[nH]c3c2c1. Product: CC(O)Cn1ccc2ccc3ncccc3c21. Reaction SMILES: [CH2:16]1[CH:17]([CH3:18])[O:19]1.[CH2:22]1[O:23][CH2:24][CH2:25][CH2:26]1.[Cl-:20].[H-:1].[NH4+:21].[Na+:2].[nH:3]1[cH:4][cH:5][c:6]2[c:7]1[c:8]1[cH:9][cH:10][cH:11][n:12][c:13]1[cH:14][cH:15]2>>[n:3]1([CH2:16][CH:17]([CH3:18])[OH:19])[cH:4][cH:5][c:6]2[c:7]1[c:8]1[cH:9][cH:10][cH:11][n:12][c:13]1[cH:14][cH:15]2. The reactants are O=C(O)c1ccc2ccccc2c1Br, COC(=O)C(C)(C)N, CN1CCOCC1, CCN=C=NCCCN(C)C, ClCCl, Cl, Cl, CN(C)C=O, On1nnc2ccccc21. The product is COC(=O)C(C)(C)NC(=O)c1ccc2ccccc2c1Br. As a reaction SMILES: [Br:1][c:2]1[c:3]([C:12](=[O:13])[OH:14])[cH:4][cH:5][c:6]2[cH:7][cH:8][cH:9][cH:10][c:11]12.[CH3:16][O:17][C:18]([C:19]([NH2:20])([CH3:21])[CH3:22])=[O:23].[CH3:24][N:25]1[CH2:26][CH2:27][O:28][CH2:29][CH2:30]1.[CH3:42][N:43]([CH3:44])[CH2:45][CH2:46][CH2:47][N:48]=[C:49]=[N:50][CH2:51][CH3:52].[Cl:53][CH2:54][Cl:55].[ClH:15].[ClH:41].[O:56]=[CH:57][N:58]([CH3:59])[CH3:60].[OH:31][n:32]1[c:33]2[cH:34][cH:35][cH:36][cH:37][c:38]2[n:39][n:40]1>>[Br:1][c:2]1[c:3]([C:12](=[O:14])[NH:20][C:19]([C:18]([O:17][CH3:16])=[O:23])([CH3:21])[CH3:22])[cH:4][cH:5][c:6]2[cH:7][cH:8][cH:9][cH:10][c:11]12. Starting materials: c1cccc(c1[C@H](O)C)I, c1(c(n(nc1CN(C(=O)OC(C)(C)C)C)C)C#N)c1cnc(c(n1)Br)N(C(=O)OC(C)(C)C)C(OC(C)(C)C)=O. The reagents and catalysts are c1ccc(cc1)-c2c3ccccc3cc4ccccc24 (9-Phenylanthracene), CCC(C)(C)[O-].[K+]Â Â  (KOPnt). The solvent is C1CCOC1 (THF). Reaction conditions: temperature 80 celsius, time nan hour. The product is CC(Oc1nc(cnc1N(C(=O)OC(C)(C)C)C(=O)OC(C)(C)C)c2c(CN(C)C(=O)OC(C)(C)C)nn(C)c2C#N)c3cc(F)ccc3I. Reaction SMILES: [CH3:1][N:2]([C:33]([O:35][C:36]([CH3:39])([CH3:38])[CH3:37])=[O:34])[CH2:3][c:4]1[c:11]([c:12]2[n:32][c:31](Br)[c:15]([N:16]([C:24]([O:26][C:27]([CH3:30])([CH3:29])[CH3:28])=[O:25])[C:17]([O:19][C:20]([CH3:23])([CH3:22])[CH3:21])=[O:18])[n:14][cH:13]2)[c:8]([C:9]#[N:10])[n:6]([CH3:7])[n:5]1.[CH3:40][C@H:41]([c:43]1[c:48]([I:49])[cH:47][cH:46][cH:45][cH:44]1)[OH:42]>>[CH3:40][CH:41]([c:43]1[c:48]([I:49])[cH:47][cH:46][c:45](F)[cH:44]1)[O:42][c:31]2[c:15]([N:16]([C:24]([O:26][C:27]([CH3:30])([CH3:29])[CH3:28])=[O:25])[C:17]([O:19][C:20]([CH3:23])([CH3:22])[CH3:21])=[O:18])[n:14][cH:13][c:12]([c:11]3[c:8]([C:9]#[N:10])[n:6]([CH3:7])[n:5][c:4]3[CH2:3][N:2]([C:33]([O:35][C:36]([CH3:39])([CH3:38])[CH3:37])=[O:34])[CH3:1])[n:32]2. The reactants are C(C1=CC=CC=C1)(=O)NN (benzoylhydrazine), C(C)(C)(C)N=NC1(CCCCC1)N=C=S (1-t-butylazo-1-isothiocyanatocyclohexane), [N-]=C=S (isothiocyanate), amide. Run in CO (methanol). Reaction conditions: time 6 day. The product is C(C)(C)(C)N=NC1(CCCCC1)NC(NNC(C1=CC=CC=C1)=O)=S (4-[1-(t-Butylazo)cyclohexyl]-1-benzoylthiosemicarbazide). As a reaction SMILES: [C:1]([NH:9][NH2:10])(=[O:8])[C:2]1[CH:7]=[CH:6][CH:5]=[CH:4][CH:3]=1.[C:11]([N:15]=[N:16][C:17]1([N:23]=[C:24]=[S:25])[CH2:22][CH2:21][CH2:20][CH2:19][CH2:18]1)([CH3:14])([CH3:13])[CH3:12].[N-]=C=S>CO>[C:11]([N:15]=[N:16][C:17]1([NH:23][C:24](=[S:25])[NH:10][NH:9][C:1](=[O:8])[C:2]2[CH:7]=[CH:6][CH:5]=[CH:4][CH:3]=2)[CH2:18][CH2:19][CH2:20][CH2:21][CH2:22]1)([CH3:14])([CH3:12])[CH3:13]. Procedure details: To a solution of 4.02 grams (0.0295 moles) of benzoylhydrazine in 25 ml of methanol in a 50 ml erlenmeyer flask was added 6.82 grams (0.0295 moles) of 1-t-butylazo-1-isothiocyanatocyclohexane and the reaction mixture stirred for 6 days at room temperature. The methanol was evaporated under reduced pressure leaving a pale yellow solid weighing 9.0 grams (75% crude yield). The product melted with decomposition at 190°-193° C. The infrared spectrum of the product had amide bands at 1640 and 1690 cm... Reactants: NC=1SC2=C(N1)C=CC=C2 (2-amino-benzothiazole), ClC1=NC=C(C=C1)C(=O)Cl (2-chloropyridine-5-carboxylic acid chloride). Solvent: N1=CC=CC=C1 (pyridine). The product is S1C(=NC2=C1C=CC=C2)NC(C2=CN=C(C=C2)Cl)=O (N-Benzothiazol-2-yl-6-chloro-nicotinamide). RXN SMILES: [NH2:1][C:2]1[S:3][C:4]2[CH:10]=[CH:9][CH:8]=[CH:7][C:5]=2[N:6]=1.[Cl:11][C:12]1[CH:17]=[CH:16][C:15]([C:18](Cl)=[O:19])=[CH:14][N:13]=1>N1C=CC=CC=1>[S:3]1[C:4]2[CH:10]=[CH:9][CH:8]=[CH:7][C:5]=2[N:6]=[C:2]1[NH:1][C:18](=[O:19])[C:15]1[CH:16]=[CH:17][C:12]([Cl:11])=[N:13][CH:14]=1. Procedure: Using 2-amino-benzothiazole and 2-chloropyridine-5-carboxylic acid chloride in pyridine the title compound was obtained as a white solid (97% yield), MS: m/e=290.1 (M+H+).